From a dataset of the Open Reaction Database (ORD), a public repository of structured organic reaction records. describe an organic reaction: reactants, conditions, products, and yield The reactants are FC(CNC1CCC2=C(CC1)C(=C(C=C2)N)OC)F (N*7*-(2,2-Difluoro-ethyl)-1-methoxy-6,7,8,9-tetrahydro-5H-benzocycloheptene-2,7-diamine), ClC1=NC=C(C(=N1)N(C1=C(C=CC=C1)S(=O)(=O)C(C)C)C)Cl ((2,5-Dichloro-pyrimidin-4-yl)-methyl-[2-(propane-2-sulfonyl)-phenyl]-amine). Product: ClC=1C(=NC(=NC1)NC=1C=CC2=C(CCC(CC2)NCC(F)F)C1OC)N(C1=C(C=CC=C1)S(=O)(=O)C(C)C)C (5-Chloro-N*2*-[7-(2,2-difluoro-ethylamino)-1-methoxy-6,7,8,9-tetrahydro-5H-benzocyclohepten-2-yl]-N*4*-methyl-N*4*-[2-(propane-2-sulfonyl)-phenyl]-pyrimidine-2,4-diamine). The yield is 4.4%. Reaction SMILES: [F:1][CH:2]([F:19])[CH2:3][NH:4][CH:5]1[CH2:11][CH2:10][C:9]2[C:12]([O:17][CH3:18])=[C:13]([NH2:16])[CH:14]=[CH:15][C:8]=2[CH2:7][CH2:6]1.Cl[C:21]1[N:26]=[C:25]([N:27]([CH3:40])[C:28]2[CH:33]=[CH:32][CH:31]=[CH:30][C:29]=2[S:34]([CH:37]([CH3:39])[CH3:38])(=[O:36])=[O:35])[C:24]([Cl:41])=[CH:23][N:22]=1>>[Cl:41][C:24]1[C:25]([N:27]([CH3:40])[C:28]2[CH:33]=[CH:32][CH:31]=[CH:30][C:29]=2[S:34]([CH:37]([CH3:38])[CH3:39])(=[O:36])=[O:35])=[N:26][C:21]([NH:16][C:13]2[CH:14]=[CH:15][C:8]3[CH2:7][CH2:6][CH:5]([NH:4][CH2:3][CH:2]([F:19])[F:1])[CH2:11][CH2:10][C:9]=3[C:12]=2[O:17][CH3:18])=[N:22][CH:23]=1. Procedure: In an analogous procedure to Example 651, part c, N*7*-(2,2-Difluoro-ethyl)-1-methoxy-6,7,8,9-tetrahydro-5H-benzocycloheptene-2,7-diamine was combined with (2,5-Dichloro-pyrimidin-4-yl)-methyl-[2-(propane-2-sulfonyl)-phenyl]-amine to yield 5-Chloro-N*2*-[7-(2,2-difluoro-ethylamino)-1-methoxy-6,7,8,9-tetrahydro-5H-benzocyclohepten-2-yl]-N*4*-methyl-N*4*-[2-(propane-2-sulfonyl)-phenyl]-pyrimidine-2,4-diamine (4.71 mg, 4.4% yield) as a brown oil. 1H-NMR (CDCl3) δ 9.57 (s, 1H), 8.59 (d, J=8.4 Hz, 1H... Reactants: C(C)(C)(C)OC(=O)N(C)C=1C=C2C3(C(N(C2=CC1)C)N(CC3)C)C (5-(t-Butoxycarbonyl-N-methylamino)-1,2,3,3a,8,8a-hexahydro-1,3a,8-trimethylpyrrolo[2,3-b]indole), CN=C=O (methyl isocyanate). The solvent is ClCCl (dichloromethane), ClCCl (dichloromethane). Run at time 1 hour. Product: CNC(=O)N(C)C=1C=C2C3(C(N(C2=CC1)C)N(CC3)C)C (5-(methylaminocarbonyl-N-methylamino)-1,2,3,3a,8,8a-hexahydro-1,3a,8-trimethylpyrrolo[2,3-b]indole). Yield: 57.5%. RXN SMILES: C([O:5][C:6]([N:8]([C:10]1[CH:11]=[C:12]2[C:16](=[CH:17][CH:18]=1)[N:15]([CH3:19])[CH:14]1[N:20]([CH3:23])[CH2:21][CH2:22][C:13]21[CH3:24])[CH3:9])=O)(C)(C)C.[CH3:25][N:26]=C=O>ClCCl>[CH3:25][NH:26][C:6]([N:8]([C:10]1[CH:11]=[C:12]2[C:16](=[CH:17][CH:18]=1)[N:15]([CH3:19])[CH:14]1[N:20]([CH3:23])[CH2:21][CH2:22][C:13]21[CH3:24])[CH3:9])=[O:5]. Procedure: 5-(t-Butoxycarbonyl-N-methylamino)-1,2,3,3a,8,8a-hexahydro-1,3a,8-trimethylpyrrolo[2,3-b]indole (100 mg) was heated under nitrogen without solvent to 200°-210° C. in an oil bath. After 1 hour, TLC (thin layer chromatography) indicated a conversion to a new compound. The flask was allowed to cool to ambient temperature and dichloromethane (5 ml) was added followed by the slow addition of a solution of methyl isocyanate (18 mg) in dichloromethane (3 ml) over a period of 45 minutes. The mixture was... The reactants are CS(=O)c1ccc(Br)cn1, CSc1ccnc(Br)c1. The product is CS(=O)c1ccnc(Br)c1. RXN SMILES: [Br:10][c:11]1[cH:12][cH:13][c:14]([S:15]([CH3:16])=[O:18])[n:17][cH:19]1.[Br:1][c:2]1[n:3][cH:4][cH:5][c:6]([S:8][CH3:9])[cH:7]1>>[Br:1][c:2]1[n:3][cH:4][cH:5][c:6]([S:8]([CH3:9])=[O:18])[cH:7]1. The reactants are C(=O)NC=1SC=C(N1)C(C(=O)NC1[C@@H]2N(C(=C(CS2)CSC=2SC=NN2)C(=O)O)C1=O)=NOCC#N (7-[2-(2-formamidothiazol-4-yl)-2-cyanomethoxyiminoacetamido]-3-(1,3,4-thiadiazol-2-yl)thiomethyl-3-cephem-4-carboxylic acid), CO (methanol), Cl (hydrochloric acid). Run in O1CCCC1 (tetrahydrofuran). Run at time 3 hour. Yields the product NC=1SC=C(N1)C(C(=O)NC1[C@@H]2N(C(=C(CS2)CSC=2SC=NN2)C(=O)O)C1=O)=NOCC#N (7-[2-(2-aminothiazol-4-yl)-2-cyanomethoxyiminoacetamido]-3-(1,3,4-thiadiazol-2-yl)thiomethyl-3-cephem-4-carboxylic acid). Isolated yield 73.6%. Reaction SMILES: C([NH:3][C:4]1[S:5][CH:6]=[C:7]([C:9](=[N:32][O:33][CH2:34][C:35]#[N:36])[C:10]([NH:12][CH:13]2[C:30](=[O:31])[N:15]3[C:16]([C:27]([OH:29])=[O:28])=[C:17]([CH2:20][S:21][C:22]4[S:23][CH:24]=[N:25][N:26]=4)[CH2:18][S:19][C@H:14]23)=[O:11])[N:8]=1)=O.CO.Cl>O1CCCC1>[NH2:3][C:4]1[S:5][CH:6]=[C:7]([C:9](=[N:32][O:33][CH2:34][C:35]#[N:36])[C:10]([NH:12][CH:13]2[C:30](=[O:31])[N:15]3[C:16]([C:27]([OH:29])=[O:28])=[C:17]([CH2:20][S:21][C:22]4[S:23][CH:24]=[N:25][N:26]=4)[CH2:18][S:19][C@H:14]23)=[O:11])[N:8]=1. Procedure: A mixture of 7-[2-(2-formamidothiazol-4-yl)-2-cyanomethoxyiminoacetamido]-3-(1,3,4-thiadiazol-2-yl)thiomethyl-3-cephem-4-carboxylic acid (syn isomer, 0.8 g.), methanol (12 ml.), conc hydrochloric acid (0.55 g.) and tetrahydrofuran (10 ml.) was stirred at room temperature for 3 hours. After concentrating the resultant solution in vacuo, the residue was dissolved in an aqueous solution of sodium bicarbonate. The solution was adjusted to pH 3.5 with 10% hydrochloric acid and stirred for 30 minutes....